Dataset: the Open Reaction Database (ORD), a public repository of structured organic reaction records. Task: describe an organic reaction: reactants, conditions, products, and yield Product: C#CCc1ccc(COc2ccccn2)cc1. As a reaction SMILES: [Br-:7].[C:27](=[O:28])([O-:29])[O-:30].[CH2:8]([Mg+:9])[CH3:10].[CH3:1][Si:2]([CH3:3])([CH3:4])[C:5]#[CH:6].[CH3:38][OH:39].[Cl:11][CH2:12][c:13]1[cH:14][cH:15][c:16]([CH2:17][O:18][c:19]2[n:20][cH:21][cH:22][cH:23][cH:24]2)[cH:25][cH:26]1.[Cu:40][Br:41].[K+:31].[K+:32].[O:33]1[CH2:34][CH2:35][CH2:36][CH2:37]1>>[C:5](#[CH:6])[CH2:12][c:13]1[cH:14][cH:15][c:16]([CH2:17][O:18][c:19]2[n:20][cH:21][cH:22][cH:23][cH:24]2)[cH:25][cH:26]1. The reactants are [Br-], O=C([O-])[O-], CC[Mg+], C#C[Si](C)(C)C, CO, ClCc1ccc(COc2ccccn2)cc1, [Cu]Br, [K+], [K+], C1CCOC1. Reactants: ( IV ), C([O-])([O-])=O.[Li+].[Li+] (lithium carbonate), Cl(=O)(=O)(=O)O (perchloric acid), Cl(=O)(=O)(=O)[O-].[Li+] (lithium perchlorate), Cl(=O)(=O)(=O)[O-].[Li+] (lithium perchlorate). The product is O.O.O.Cl(=O)(=O)(=O)[O-].[Li+] (lithium perchlorate trihydrate). Reaction SMILES: C(=O)([O-])[O-:2].[Li+:5].[Li+].[Cl:7]([OH:11])(=[O:10])(=[O:9])=[O:8].Cl([O-])(=O)(=O)=[O:13].[Li+]>>[OH2:2].[OH2:8].[OH2:13].[Cl:7]([O-:11])(=[O:10])(=[O:9])=[O:8].[Li+:5] |f:0.1.2,4.5,6.7.8.9.10|. Procedure: In the process (IV), lithium carbonate (Li2CO3) is added to an aqueous solution of perchloric acid, and lithium perchlorate is synthesized through a neutralization reaction. In addition, the aqueous solution of lithium perchlorate synthesized by the neutralization reaction is evaporated and crystallized so as to obtain lithium perchlorate trihydrate. The neutralization reaction in the process (IV) is expressed by the following chemical equation (E). 2HClO4+Li2CO3→2LiClO4+CO2+H2O  (D) The reactants are BrC=1C(OCC1Br)=O (3,4-dibromofuran-2(5H)-one), FC(C1=CC=C(C=C1)B(O)O)(F)F (4-trifluoromethylphenylboronic acid), [F-].[Cs+] (cesium fluoride). The reagents and catalysts are [I-].C(CCC)[N+](CCCC)(CCCC)CCCC (tetrabutylammonium iodide), Cl[Pd]([P](C1=CC=CC=C1)(C2=CC=CC=C2)C3=CC=CC=C3)([P](C4=CC=CC=C4)(C5=CC=CC=C5)C6=CC=CC=C6)Cl (trans-dichlorobis(triphenylphosphine)palladium). The solvent is C1(=CC=CC=C1)C (toluene), O (water), [Cl-].[Na+].O (Brine). Run at time 72 hour. Product: BrC=1C(OCC1C1=CC=C(C=C1)C(F)(F)F)=O (3-Bromo-4-(4′-(trifluoromethyl)phenyl)furan-2-(5H)-one). Isolated yield 47.4%. Reaction SMILES: [Br:1][C:2]1[C:3](=[O:8])[O:4][CH2:5][C:6]=1Br.[F:9][C:10]([F:21])([F:20])[C:11]1[CH:16]=[CH:15][C:14](B(O)O)=[CH:13][CH:12]=1.[F-].[Cs+]>[I-].C([N+](CCCC)(CCCC)CCCC)CCC.C1(C)C=CC=CC=1.O.[Cl-].[Na+].O.Cl[Pd](Cl)([P](C1C=CC=CC=1)(C1C=CC=CC=1)C1C=CC=CC=1)[P](C1C=CC=CC=1)(C1C=CC=CC=1)C1C=CC=CC=1>[Br:1][C:2]1[C:3](=[O:8])[O:4][CH2:5][C:6]=1[C:14]1[CH:15]=[CH:16][C:11]([C:10]([F:21])([F:20])[F:9])=[CH:12][CH:13]=1 |f:2.3,4.5,8.9.10,^1:55,74|. Reported procedure: A mixture containing 3,4-dibromofuran-2(5H)-one (0.518 g, 2.142 mmol), 4-trifluoromethylphenylboronic acid (0.509 g, 2.680 mmol), trans-dichlorobis(triphenylphosphine)palladium (II) (0.069 g, 9.831×10−2 mmol), tetrabutylammonium iodide (0.038 g, 1.029×10−1 mmol) and cesium fluoride (0.872 g, 5.740 mmol) in toluene (10 mL) and water (10 mL) was stirred at room temperature for 72 h under nitrogen. Brine (50 mL) was added and the product extracted with ethyl acetate (3×50 mL). The organic fractions... Starting materials: N#N (N2), O (water), C(C)OC(C(=[N+]=[N-])C1=CC=C(C=C1)S(=O)(=O)C1CC1)=O (2-[4-(Cyclopropanesulfonyl)phenyl]-2-diazo acetic acid ethyl ester), OC1CCOCC1 (4-hydroxy tetrahydropyran), rhodium(II)acetate. Run in C(Cl)Cl (DCM). Conditions: temperature 25 celsius, time 0.5 hour. Yields the product C(C)OC(C(OC1CCOCC1)C1=CC=C(C=C1)S(=O)(=O)C1CC1)=O (2-[4-(Cyclopropanesulfonyl)phenyl]-2-(tetrahydro-pyran-4-yloxy)acetic acid ethyl ester). As a reaction SMILES: [CH2:1]([O:3][C:4](=[O:20])[C:5]([C:8]1[CH:13]=[CH:12][C:11]([S:14]([CH:17]2[CH2:19][CH2:18]2)(=[O:16])=[O:15])=[CH:10][CH:9]=1)=[N+]=[N-])[CH3:2].[OH:21][CH:22]1[CH2:27][CH2:26][O:25][CH2:24][CH2:23]1.N#N.O>C(Cl)Cl>[CH2:1]([O:3][C:4](=[O:20])[CH:5]([C:8]1[CH:13]=[CH:12][C:11]([S:14]([CH:17]2[CH2:19][CH2:18]2)(=[O:16])=[O:15])=[CH:10][CH:9]=1)[O:21][CH:22]1[CH2:27][CH2:26][O:25][CH2:24][CH2:23]1)[CH3:2]. Procedure details: To a stirred solution of compound 2-[4-(Cyclopropanesulfonyl)phenyl]-2-diazo acetic acid ethyl ester (11.3 g, 38 mmol) in DCM (110 mL) under argon atmosphere, 4-hydroxy tetrahydropyran (4.36 mL, 45 mmol) was added followed by portion wise addition of rhodium(II)acetate dimer (0.354 g, 0.8 mmol). Reaction proceeds with evolution of N2 gas. Reaction mixture was stirred at 25° C. for 0.5 h. Completion of reaction was confirmed by TLC and reaction mixture was poured into water (100 mL). Organic laye... Starting materials: FF (fluorine), C(C)#N (acetonitrile), FC(C1=CC(=NC(=C1)C(F)(F)F)S(=O)(=O)O)(F)F (4,6-bistrifluoromethylpyridine-2-sulfonic acid), FF (fluorine). The solvent is C(C)OCC (ethyl ether). The product is F[N+]1=C(C=C(C=C1C(F)(F)F)C(F)(F)F)S(=O)(=O)[O-] (N-fluoro-4,6-bistrifluoromethylpyridinium-2-sulfonate). As a reaction SMILES: C(#N)C.[F:4][C:5]([F:21])([F:20])[C:6]1[CH:11]=[C:10]([C:12]([F:15])([F:14])[F:13])[N:9]=[C:8]([S:16]([OH:19])(=[O:18])=[O:17])[CH:7]=1.[F:22]F>C(OCC)C>[F:22][N+:9]1[C:10]([C:12]([F:13])([F:15])[F:14])=[CH:11][C:6]([C:5]([F:4])([F:20])[F:21])=[CH:7][C:8]=1[S:16]([O-:19])(=[O:18])=[O:17]. Procedure details: In a 25 ml flask, acetonitrile (6 ml) was added to 4,6-bistrifluoromethylpyridine-2-sulfonic acid (874 mg, 2.64 mmol) to prepare a homogeneous mixture. Then, the flask was dipped in a cooling bath kept at -40° C., and to the mixture, the fluorine gas diluted with the nitrogen gas to a concentration of 10% was introduced at a flow rate of 15 ml/min. The total amount of the fluorine gas was 211 ml. As the fluorination reaction proceeded, a precipitate was formed. After the reaction, only the nitro... Reactants: C(=O)(O)[O-].[Na+] (NaHCO3), C(C)[Si](CC)(CC)C#CC1=NC=NC=C1CC(=O)OCC (ethyl 2-(4-((triethylsilyl)ethynyl)pyrimidin-5-yl)acetate), C(C)(=O)O (acetic acid), CCCC[N+](CCCC)(CCCC)CCCC.[F-] (TBAF). Solvent: C(Cl)Cl (DCM), C1CCOC1 (THF). Reaction conditions: time 5 minute. The product is C(#C)C1=NC=NC=C1CC(=O)OCC (Ethyl 2-(4-ethynylpyrimidin-5-yl)acetate). Isolated yield 54.0%. Reaction SMILES: C([Si]([C:8]#[C:9][C:10]1[C:15]([CH2:16][C:17]([O:19][CH2:20][CH3:21])=[O:18])=[CH:14][N:13]=[CH:12][N:11]=1)(CC)CC)C.C(O)(=O)C.CCCC[N+](CCCC)(CCCC)CCCC.[F-].C([O-])(O)=O.[Na+]>C1COCC1.C(Cl)Cl>[C:9]([C:10]1[C:15]([CH2:16][C:17]([O:19][CH2:20][CH3:21])=[O:18])=[CH:14][N:13]=[CH:12][N:11]=1)#[CH:8] |f:2.3,4.5|. Procedure details: To a solution of ethyl 2-(4-((triethylsilyl)ethynyl)pyrimidin-5-yl)acetate (I109) (1.174 g, 3.856 mmol) in dry THF (40 mL) under an atmosphere of nitrogen was added acetic acid (0.243 mL, 4.24 mmol) followed by TBAF (1.0 M in THF, 4.049 mL, 4.049 mmol) dropwise at 0° C. The reaction was stirred at this temperature for 5 minutes and was then poured into sat. aq. NaHCO3 (100 mL) and DCM (100 mL). The layers were separated and the aqueous layer was extracted with DCM (2×100 mL). The combined organi... Reactants: COCN(Cc1ccccc1)C[Si](C)(C)C, ClCCl, CC(=O)C=Cc1ccc(F)cc1F, O=C(O)C(F)(F)F. Product: CC(=O)C1CN(Cc2ccccc2)CC1c1ccc(F)cc1F. As a reaction SMILES: [CH3:1][O:2][CH2:3][N:4]([CH2:5][Si:6]([CH3:7])([CH3:8])[CH3:9])[CH2:10][c:11]1[cH:12][cH:13][cH:14][cH:15][cH:16]1.[Cl:37][CH2:38][Cl:39].[F:17][c:18]1[c:19]([CH:25]=[CH:26][C:27]([CH3:28])=[O:29])[cH:20][cH:21][c:22]([F:24])[cH:23]1.[OH:30][C:31]([C:32]([F:33])([F:34])[F:35])=[O:36]>>[CH2:3]1[N:4]([CH2:10][c:11]2[cH:12][cH:13][cH:14][cH:15][cH:16]2)[CH2:5][CH:26]([C:27]([CH3:28])=[O:29])[CH:25]1[c:19]1[c:18]([F:17])[cH:23][c:22]([F:24])[cH:21][cH:20]1.